Dataset: the Open Reaction Database (ORD), a public repository of structured organic reaction records. Task: describe an organic reaction: reactants, conditions, products, and yield Starting materials: N1(C=NC=C1)CCC1=CC=C(S1)C(CCC(=O)O)=O (4-{5-[2-(1-imidazolyl)-ethyl]-thien-2-yl}-4-oxo-butyric acid), O.NN (hydrazine hydrate). Run in O (water). Conditions: temperature 90 celsius, time 2 hour. The product is N1(C=NC=C1)CCC1=CC=C(S1)C=1CCC(NN1)=O (6-{5-[2-(1-Imidazolyl)-ethyl]-thien-2-yl}-3-oxo-2,3,4,5-tetrahydro-pyridazine). As a reaction SMILES: [N:1]1([CH2:6][CH2:7][C:8]2[S:12][C:11]([C:13](=O)[CH2:14][CH2:15][C:16]([OH:18])=O)=[CH:10][CH:9]=2)[CH:5]=[CH:4][N:3]=[CH:2]1.O.[NH2:21][NH2:22]>O>[N:1]1([CH2:6][CH2:7][C:8]2[S:12][C:11]([C:13]3[CH2:14][CH2:15][C:16](=[O:18])[NH:21][N:22]=3)=[CH:10][CH:9]=2)[CH:5]=[CH:4][N:3]=[CH:2]1 |f:1.2|. Reported procedure: 4.2 g of 4-{5-[2-(1-imidazolyl)-ethyl]-thien-2-yl}-4-oxo-butyric acid are suspended in 10 ml of water, 0.8 g of hydrazine hydrate are added and the mixture is stirred at 90° C. for 2 hours. After the mixture has been cooled, it is extracted with chloroform. The chloroform phase is washed with water, dried over Na2SO4 and concentrated to dryness. Reactants: C(C1=CC=CC=C1)(=O)C1=CC=CC=C1 (benzophenone), NCC(C)N (1,2-diaminopropane), C1(=CC=C(C=C1)S(=O)(=O)O)C (p-toluenesulphonic acid). Run at temperature 80 celsius. Yields the product C1(=CC=CC=C1)C(=NCC(C)N=C(C1=CC=CC=C1)C1=CC=CC=C1)C1=CC=CC=C1 (N,N'-bis-(diphenylmethylene)-1,2-propylenediamine). RXN SMILES: [C:1]([C:9]1[CH:14]=[CH:13][CH:12]=[CH:11][CH:10]=1)(=O)[C:2]1[CH:7]=[CH:6][CH:5]=[CH:4][CH:3]=1.[NH2:15][CH2:16][CH:17]([NH2:19])[CH3:18].[C:20]1([CH3:30])[CH:25]=[CH:24][C:23](S(O)(=O)=O)=[CH:22][CH:21]=1>>[C:2]1([C:1]([C:9]2[CH:14]=[CH:13][CH:12]=[CH:11][CH:10]=2)=[N:15][CH2:16][CH:17]([N:19]=[C:30]([C:2]2[CH:7]=[CH:6][CH:5]=[CH:4][CH:3]=2)[C:20]2[CH:25]=[CH:24][CH:23]=[CH:22][CH:21]=2)[CH3:18])[CH:7]=[CH:6][CH:5]=[CH:4][CH:3]=1. Procedure: 255.1 g of benzophenone, 298 ml of 1,2-diaminopropane and 0.2 g of p-toluenesulphonic acid are mixed and heated for 30 minutes under reflux. Approximately 250 ml are then distilled off, the remainder is allowed to cool to approximately 80° C. and approximately 350 ml of 2-ethoxyethanol (ethylene glycol monoethyl ether) are added, followed, while stirring, by 70 ml of water and the whole is allowed to crystallise in an ice bath. N,N'-bis-(diphenylmethylene)-1,2-propylenediamine is obtained which ... Reactants: O[C@H]1CC(=O)OC1 ((S)-3-hydroxybutyrolactone), N1C=NC=C1 (imidazole), CN(C)C=O (DMF), CC(C)(C)[Si](C)(C)Cl (TBSCl). Reaction conditions: time 2.5 hour. Yields the product CC(C)(C)[Si](O[C@@H]1C(OCC1)=O)(C)C ((3S)-3-[(1,1-Dimethylethyl)dimethylsilyloxy]-oxolan-2-one). Reaction SMILES: O[C@@H:2]1[CH2:7][O:6][C:4](=[O:5])[CH2:3]1.N1C=CN=C1.[CH3:13][C:14]([Si:17](Cl)([CH3:19])[CH3:18])([CH3:16])[CH3:15].CN(C=[O:25])C>>[CH3:13][C:14]([Si:17]([CH3:19])([CH3:18])[O:25][C@H:3]1[CH2:2][CH2:7][O:6][C:4]1=[O:5])([CH3:16])[CH3:15]. Procedure: 3.92 g (38.4 mmol) of (S)-3-hydroxybutyrolactone with 5.23 g (2 equivalents, 76.8 mmol) of imidazole are introduced at 0° C. into 50 ml of absolute DMF. 7.53 g (1.3 equivalents, 49.92 mmol) of TBSCl is now slowly added and stirred for 2.5 hours. Starting materials: CC(=O)[O-], CC(C)(C)S, Cl, O=N[O-], Cc1ccc(C(=O)O)cc1N, [Na+], [Na+], O. Yields the product Cc1ccc(C(=O)O)cc1N=NSC(C)(C)C. Reaction SMILES: [CH3:18][C:19](=[O:20])[O-:21].[CH3:22][C:23]([CH3:24])([CH3:25])[SH:26].[ClH:12].[N:13]([O-:14])=[O:15].[NH2:1][c:2]1[cH:3][c:4]([C:5](=[O:6])[OH:7])[cH:8][cH:9][c:10]1[CH3:11].[Na+:16].[Na+:17].[OH2:27]>>[N:1]([c:2]1[cH:3][c:4]([C:5](=[O:6])[OH:7])[cH:8][cH:9][c:10]1[CH3:11])=[N:13][S:26][C:23]([CH3:22])([CH3:24])[CH3:25]. Starting materials: C1(=CC=CC=C1)O (phenol), C(C)(C)(C)OC([C@@H](NC(=O)OCC(Cl)(Cl)Cl)C(C)C)=O (2,2,2-trichloroethoxycarbonyl-L-valine tert.-butyl ester), O (water), C(=O)=O (CO2), C(=O)=O (CO2). The reagents and catalysts are [Co].[Li].C=1C=CC=2C(C1)=C3NC2N=C4C=5C=CC=CC5C(=N4)N=C6C=7C=CC=CC7C(N6)=NC=8C=9C=CC=CC9C(=N3)N8 (lithium -cobalt phthalocyanine). The solvent is CC(=O)C (acetone). Conditions: time 5 minute. Product: C(C)(C)(C)OC([C@@H](N)C(C)C)=O (L-valine tert.-butyl ester). The yield is 75.0%. As a reaction SMILES: C1(O)C=CC=CC=1.[C:8]([O:12][C:13](=[O:27])[C@H:14]([CH:24]([CH3:26])[CH3:25])[NH:15]C(OCC(Cl)(Cl)Cl)=O)([CH3:11])([CH3:10])[CH3:9].O.C(=O)=O>CC(C)=O.[Co].[Li].C1C=CC2C(=C3N=C4N=C(C5C=CC=CC=54)N=C4NC(C5C=CC=CC=54)=NC4=NC(C5C=CC=CC=54)=NC=2N3)C=1>[C:8]([O:12][C:13](=[O:27])[C@H:14]([CH:24]([CH3:25])[CH3:26])[NH2:15])([CH3:11])([CH3:10])[CH3:9] |f:5.6.7,^1:36|. Reported procedure: 5.4 g (6.0 mmols) of lithium -cobalt-phthalocyanine in 30 ml of absolute acetone, 1 g (about 10 mmols) of phenol and 700 mg (2.0 mmols) of 2,2,2-trichloroethoxycarbonyl-L-valine tert.-butyl ester are stirred for 1 hour at 20° C. 10 ml of water saturated with CO2 are added to the deep green solution, CO2 and air are passed into the mixture for 5 minutes and the mixture is left to stand for 30 minutes. Cobalt phthalocyanine is filtered off and rinsed with water and acetone, the acetone is stripped... The reactants are ClC1=CC(=CC=C1)C(=O)OO (m-chloroperbenzoic acid), N1=C(C=CC=C1)SCCCCOC=1C=CC2=C(C(OC(N2)=O)(C)C)C1 (6-[4-(2-pyridylmercapto)-butoxy]-4,4-dimethyl-4H-3,1-benzoxazin-2-one), ClC1=CC(=CC=C1)C(=O)OO (m-chloroperbenzoic acid). Solvent: C(Cl)(Cl)Cl (chloroform). Reaction conditions: time 8 hour. Yields the product N1=C(C=CC=C1)S(=O)CCCCOC=1C=CC2=C(C(OC(N2)=O)(C)C)C1 (6-[4-(2-Pyridylsulfinyl)-butoxy]-4,4-dimethyl-4H-3,1-benzoxazin-2-one). As a reaction SMILES: [N:1]1[CH:6]=[CH:5][CH:4]=[CH:3][C:2]=1[S:7][CH2:8][CH2:9][CH2:10][CH2:11][O:12][C:13]1[CH:14]=[CH:15][C:16]2[NH:21][C:20](=[O:22])[O:19][C:18]([CH3:24])([CH3:23])[C:17]=2[CH:25]=1.ClC1C=CC=C(C(OO)=[O:34])C=1>C(Cl)(Cl)Cl>[N:1]1[CH:6]=[CH:5][CH:4]=[CH:3][C:2]=1[S:7]([CH2:8][CH2:9][CH2:10][CH2:11][O:12][C:13]1[CH:14]=[CH:15][C:16]2[NH:21][C:20](=[O:22])[O:19][C:18]([CH3:23])([CH3:24])[C:17]=2[CH:25]=1)=[O:34]. Procedure: A quantity of 3.58 gm (0.01 mol) 6-[4-(2-pyridylmercapto)-butoxy]-4,4-dimethyl-4H-3,1-benzoxazin-2-one is dissolved in 100 ml of chloroform and mixed with 4.3 gm (0.025 mol) of m-chloroperbenzoic acid, under stirring. After stirring for two hours, a further 2 gm of m-chloroperbenzoic acid are added, and the mixture is left to stand overnight. The chloroform phase is extracted with water, the organic phase is dried with sodium sulfate, and the chloroform is distilled off. The non-uniform residue ... The reactants are C1(CCCC1)C=C(C1=CC=2C(=NC=CC2)N1)C1=CC=C(C=C1)C(C)=O (1-{4-[2-cyclopentyl-1-(1H-pyrrolo[2,3-b]pyridin-2-yl)-vinyl]-phenyl}-ethanone), CO (methanol). The reagents and catalysts are [Pd] (palladium on activated carbon). Run at temperature 25 celsius. The product is C1(CCCC1)CC(C1=CC=2C(=NC=CC2)N1)C1=CC=C(C=C1)CC=O (2-{4-[2-cyclopentyl-1-(1H-pyrrolo[2,3-b]pyridin-2-yl)-ethyl]-phenyl}-ethanone). Yield: 35.0%. As a reaction SMILES: [CH:1]1([CH:6]=[C:7]([C:17]2[CH:22]=[CH:21][C:20]([C:23](=O)C)=[CH:19][CH:18]=2)[C:8]2[NH:16][C:11]3=[N:12][CH:13]=[CH:14][CH:15]=[C:10]3[CH:9]=2)[CH2:5][CH2:4][CH2:3][CH2:2]1.[CH3:26][OH:27]>[Pd]>[CH:1]1([CH2:6][CH:7]([C:17]2[CH:22]=[CH:21][C:20]([CH2:23][CH:26]=[O:27])=[CH:19][CH:18]=2)[C:8]2[NH:16][C:11]3=[N:12][CH:13]=[CH:14][CH:15]=[C:10]3[CH:9]=2)[CH2:5][CH2:4][CH2:3][CH2:2]1. Reported procedure: A mixture 1-{4-[2-cyclopentyl-1-(1H-pyrrolo[2,3-b]pyridin-2-yl)-vinyl]-phenyl}-ethanone (prepared as in Example 64, 280 mg, 0.84 mmol) and 10% palladium on activated carbon (56 mg) in methanol (200 mL) was heated at 50° C. under hydrogen (50 psi) for 5 h. The mixture was cooled to 25° C., the solids filtered off, washed with ethyl acetate and concentrated in vacuo. Purification using a Waters automated flash system (column: Xterra 30 mm×100 mm, sample manager 2767, pump 2525, detector: ZQ mass a... Starting materials: BrC=1SC=C(N1)CC(=O)OC (methyl 2-(2-bromothiazol-4-yl)acetate), C[O-].[Na+] (sodium methanolate). Solvent: CO (MeOH). Yields the product COC=1SC=C(N1)CC(=O)[O-].[Na+] (sodium 2-(2-methoxythiazol-4-yl)acetate). RXN SMILES: Br[C:2]1[S:3][CH:4]=[C:5]([CH2:7][C:8]([O:10]C)=[O:9])[N:6]=1.[CH3:12][O-:13].[Na+:14]>CO>[CH3:12][O:13][C:2]1[S:3][CH:4]=[C:5]([CH2:7][C:8]([O-:10])=[O:9])[N:6]=1.[Na+:14] |f:1.2,4.5|. Reported procedure: A solution of methyl 2-(2-bromothiazol-4-yl)acetate (80 mg, 0.34 mmol), and sodium methanolate (300 mg) in MeOH was stirred at 85° C. overnight. Then the reaction mixture was concentrated to give the desired product. 1H NMR (METHANOL-d4) δ: 4.04 (s, 3H), 3.47 (d, J=1.1 Hz, 2H), 3.37 (s, 1H). LC-MS: m/z (M+H)=174.2 The reactants are CC(C)Br, CCOC(=O)c1cc2c(cn1)[nH]c1ccccc12, C1CCOC1, C[Si](C)(C)[N-][Si](C)(C)C, [K+]. The product is CCOC(=O)c1cc2c3ccccc3n(C(C)C)c2cn1. As a reaction SMILES: [Br:29][CH:30]([CH3:31])[CH3:32].[CH2:11]([CH3:12])[O:13][C:14](=[O:15])[c:16]1[cH:17][c:18]2[c:19]([nH:20][c:21]3[cH:22][cH:23][cH:24][cH:25][c:26]23)[cH:27][n:28]1.[CH2:33]1[O:34][CH2:35][CH2:36][CH2:37]1.[CH3:1][Si:2]([N-:3][Si:4]([CH3:5])([CH3:6])[CH3:7])([CH3:8])[CH3:9].[K+:10]>>[CH2:11]([CH3:12])[O:13][C:14](=[O:15])[c:16]1[cH:17][c:18]2[c:19]([n:20]([CH:30]([CH3:31])[CH3:32])[c:21]3[cH:22][cH:23][cH:24][cH:25][c:26]23)[cH:27][n:28]1. The reactants are 2,2'-dipyridyl disulphide, C1(=CC=CC=C1)P(C1=CC=CC=C1)C1=CC=CC=C1 (triphenylphosphine), C(=O)(O)CCN[C@@H](C(CCNC(=O)OCC1=CC=CC=C1)O)C(=O)OCC1=CC=CC=C1 (Benzyl N2 -(β-carboxyethyl)-N5 -benzyloxycarbonyl-3-hydroxyornithinate). Run in C(C)#N (acetonitrile). The product is C(C1=CC=CC=C1)OC(=O)NCCC(C(C(=O)OCC1=CC=CC=C1)N1C(CC1)=O)O (Benzyl 5-benzyloxycarbonylamino-3-hydroxy-2-(2-oxoazetidin-1-yl)valerate). Isolated yield 99.8%. Reaction SMILES: [C:1]([CH2:4][CH2:5][NH:6][C@H:7]([C:23]([O:25][CH2:26][C:27]1[CH:32]=[CH:31][CH:30]=[CH:29][CH:28]=1)=[O:24])[CH:8]([OH:22])[CH2:9][CH2:10][NH:11][C:12]([O:14][CH2:15][C:16]1[CH:21]=[CH:20][CH:19]=[CH:18][CH:17]=1)=[O:13])(O)=[O:2].C1(P(C2C=CC=CC=2)C2C=CC=CC=2)C=CC=CC=1>C(#N)C>[CH2:15]([O:14][C:12]([NH:11][CH2:10][CH2:9][CH:8]([OH:22])[CH:7]([N:6]1[CH2:5][CH2:4][C:1]1=[O:2])[C:23]([O:25][CH2:26][C:27]1[CH:28]=[CH:29][CH:30]=[CH:31][CH:32]=1)=[O:24])=[O:13])[C:16]1[CH:17]=[CH:18][CH:19]=[CH:20][CH:21]=1. Procedure: Benzyl N2 -(β-carboxyethyl)-N5 -benzyloxycarbonyl-3-hydroxyornithinate (227 mg, 0.51 mmol) in distilled acetonitrile (50 ml) was heated under reflux with recrystallised 2,2'-dipyridyl disulphide (135 mg, 0.61 mmol) and triphenylphosphine (160 mg, 0.61 mmol) for eight hours. The acetonitrile was removed under vacuum and the residue chromatographed over silica gel (Merck Art. 9385) repeatedly using the following solvents as eluants ether/ethanol (49:1), ethyl acetate/isopropyl alcohol (19:1) and h...